This data is from the Open Reaction Database (ORD), a public repository of structured organic reaction records. The task is: describe an organic reaction: reactants, conditions, products, and yield The yield is 84.6%. The reactants are NC1=CC=C(C=C1)C1=NNC(CC2=C1C=C1C(=C2)OCO1)C (1-(4-aminophenyl)-4-methyl-7,8-methylenedioxy-3,4-dihydro-5H-2,3-benzodiazepine), C(C)(=O)OC(C)=O (acetic anhydride). Yields the product C(C)(=O)N(C1=CC=C(C=C1)C1=NN(C(CC2=C1C=C1C(=C2)OCO1)C)C(C)=O)C(C)=O (1-(4-Diacetylaminophenyl)-3-acetyl-4-methyl-7,8-methylenedioxy-3,4-dihydro-5H-2,3-benzodiazepine). Reported procedure: 2.0 g (6.7 mmol) of 1-(4-aminophenyl)-4-methyl-7,8-methylenedioxy-3,4-dihydro-5H-2,3-benzodiazepine were refluxed with 40 ml of acetic anhydride for 3 hours, then it was evaporated to dryness under reduced pressure. The crystalline residue was transferred with 25 ml of water to a filter and washed with 5×3 ml of water. After drying 2.79 g of the raw triacetyl derivative were obtained. After washing with 20 ml of isopropanol and drying at 100° C. 2.39 g (84.6%) of the pure aimed product were obta... RXN SMILES: [NH2:1][C:2]1[CH:7]=[CH:6][C:5]([C:8]2[C:14]3[CH:15]=[C:16]4[O:21][CH2:20][O:19][C:17]4=[CH:18][C:13]=3[CH2:12][CH:11]([CH3:22])[NH:10][N:9]=2)=[CH:4][CH:3]=1.C(O[C:27](=[O:29])[CH3:28])(=O)C>>[C:17]([N:1]([C:27](=[O:29])[CH3:28])[C:2]1[CH:7]=[CH:6][C:5]([C:8]2[C:14]3[CH:15]=[C:16]4[O:21][CH2:20][O:19][C:17]4=[CH:18][C:13]=3[CH2:12][CH:11]([CH3:22])[N:10]([C:16](=[O:21])[CH3:15])[N:9]=2)=[CH:4][CH:3]=1)(=[O:19])[CH3:18]. Starting materials: CC(C)(C)c1cccc(C2(NCC(O)C(Cc3cc(F)cc(F)c3)NCCCc3ccccc3C(=O)O)CCCCC2)c1, [Na+], O=C([O-])O, CN(C)C=O, O. Yields the product CC(C)(C)c1cccc(C2(NCC(O)C(Cc3cc(F)cc(F)c3)N3CCCc4ccccc4C3=O)CCCCC2)c1. Reaction SMILES: [C:1]([CH3:2])([CH3:3])([CH3:4])[c:5]1[cH:6][c:7]([C:11]2([NH:17][CH2:18][CH:19]([CH:20]([CH2:21][c:22]3[cH:23][c:24]([F:29])[cH:25][c:26]([F:28])[cH:27]3)[NH:30][CH2:31][CH2:32][CH2:33][c:34]3[c:35]([C:36](=[O:37])[OH:38])[cH:39][cH:40][cH:41][cH:42]3)[OH:43])[CH2:12][CH2:13][CH2:14][CH2:15][CH2:16]2)[cH:8][cH:9][cH:10]1.[Na+:48].[O-:44][C:45]([OH:46])=[O:47].[O:49]=[CH:50][N:51]([CH3:52])[CH3:53].[OH2:54]>>[C:1]([CH3:2])([CH3:3])([CH3:4])[c:5]1[cH:6][c:7]([C:11]2([NH:17][CH2:18][CH:19]([CH:20]([CH2:21][c:22]3[cH:23][c:24]([F:29])[cH:25][c:26]([F:28])[cH:27]3)[N:30]3[CH2:31][CH2:32][CH2:33][c:34]4[c:35]([cH:39][cH:40][cH:41][cH:42]4)[C:36]3=[O:37])[OH:43])[CH2:12][CH2:13][CH2:14][CH2:15][CH2:16]2)[cH:8][cH:9][cH:10]1. The reactants are BrC1=CC(=C(C=C1)[N+](=O)[O-])F (4-bromo-2-fluoro-1-nitrobenzene), CC(C)([O-])C.[K+] (potassium tert-butoxide), O (water). Solvent: C1CCOC1 (THF). Reaction conditions: temperature 0 celsius, time 30 minute. The product is BrC1=CC(=C(C=C1)[N+](=O)[O-])OC(C)(C)C (4-bromo-2-(tert-butoxy)-1-nitrobenzene). Isolated yield 91.1%. Reaction SMILES: [Br:1][C:2]1[CH:7]=[CH:6][C:5]([N+:8]([O-:10])=[O:9])=[C:4](F)[CH:3]=1.[CH3:12][C:13]([CH3:16])([O-:15])[CH3:14].[K+].O>C1COCC1>[Br:1][C:2]1[CH:7]=[CH:6][C:5]([N+:8]([O-:10])=[O:9])=[C:4]([O:15][C:13]([CH3:16])([CH3:14])[CH3:12])[CH:3]=1 |f:1.2|. Procedure details: To a solution of 4-bromo-2-fluoro-1-nitrobenzene (25.2 g) in THF (250 mL) was added potassium tert-butoxide (25.3 g) portionwise at 0° C., and the mixture was stirred at 0° C. for 30 min. The reaction mixture was poured into water, and the mixture was extracted with ethyl acetate. The extract was washed with water and saturated brine, dried over anhydrous magnesium sulfate, and concentrated under reduced pressure. The residue was purified by silica gel column chromatography (hexane/ethyl acetate... The reactants are BrC1=CC=C2CN(C(C2=C1)=O)CCC1=CC=C(C=C1)OC1=CC=CC=C1 (6-Bromo-2-[2-(4-phenoxy-phenyl)-ethyl]-2,3-dihydro-isoindol-1-one), CN1CCNCC1 (1-methyl piperazine), C=1C=CC(=CC1)P(C=2C=CC=CC2)C3=CC=C4C=CC=CC4=C3C5=C6C=CC=CC6=CC=C5P(C=7C=CC=CC7)C=8C=CC=CC8 (BINAP), CC(C)([O-])C.[Na+] (sodium tertiary-butoxide). Run in C1(=CC=CC=C1)C (toluene), C(C)(=O)OCC (ethyl acetate), CCCCCC (hexane). Product: CN1CCN(CC1)C1=CC=C2CN(C(C2=C1)=O)CCC1=CC=C(C=C1)OC1=CC=CC=C1 (6-(4-Methyl-piperazin-1-yl)-2-[2-(4-phenoxy-phenyl)-ethyl]-2,3-dihydro-isoindol-1-one). Yield: 21.3%. RXN SMILES: Br[C:2]1[CH:10]=[C:9]2[C:5]([CH2:6][N:7]([CH2:12][CH2:13][C:14]3[CH:19]=[CH:18][C:17]([O:20][C:21]4[CH:26]=[CH:25][CH:24]=[CH:23][CH:22]=4)=[CH:16][CH:15]=3)[C:8]2=[O:11])=[CH:4][CH:3]=1.[CH3:27][N:28]1[CH2:33][CH2:32][NH:31][CH2:30][CH2:29]1.C1C=CC(P(C2C(C3C(P(C4C=CC=CC=4)C4C=CC=CC=4)=CC=C4C=3C=CC=C4)=C3C(C=CC=C3)=CC=2)C2C=CC=CC=2)=CC=1.CC(C)([O-])C.[Na+]>C1(C)C=CC=CC=1.CCCCCC.C(OCC)(=O)C>[CH3:27][N:28]1[CH2:33][CH2:32][N:31]([C:2]2[CH:10]=[C:9]3[C:5]([CH2:6][N:7]([CH2:12][CH2:13][C:14]4[CH:19]=[CH:18][C:17]([O:20][C:21]5[CH:26]=[CH:25][CH:24]=[CH:23][CH:22]=5)=[CH:16][CH:15]=4)[C:8]3=[O:11])=[CH:4][CH:3]=2)[CH2:30][CH2:29]1 |f:3.4|. Reported procedure: A mixture of 6-Bromo-2-[2-(4-phenoxy-phenyl)-ethyl]-2,3-dihydro-isoindol-1-one (0.134 g, 0.33 mmol), 1-methyl piperazine (0.048 mL, 0.43 mmol), Pd2.dba3 (0.009 g, 0.01 mmol), BINAP (0.012 g, 0.02 mmol), and sodium tertiary-butoxide (0.048 g, 0.5 mmol) in toluene (3 mL) was heated to reflux for 3 h. Workup and silica gel column chromatography using 30% ethyl acetate in hexane afforded 6-(4-Methyl-piperazin-1-yl)-2-[2-(4-phenoxy-phenyl)-ethyl]-2,3-dihydro-isoindol-1-one (0.03 g, 41%). 1H NMR (300 ... Starting materials: intermediate VII, C1(=CC=CC=C1)C1C(C2=CC=CC=C2C1)=O (Racemic 2-phenylindanone), methyl halide, intermediate VII, [OH-].[Na+] (sodium hydroxide), C1(=CC=CC=C1)C1C(C2=CC=CC=C2C1)=O (Racemic 2-phenylindanone), C1(=CC=CC=C1)C1C(C2=CC=CC=C2C1)=O (Racemic 2-phenylindanone). Solvent: C1(=CC=CC=C1)C (toluene). Yields the product C1(CCC2=CC=CC=C12)=O (indanone), VIII. RXN SMILES: C1([CH:7]2[CH2:15][C:14]3[C:9](=[CH:10][CH:11]=[CH:12][CH:13]=3)[C:8]2=[O:16])C=CC=CC=1.[OH-].[Na+]>C1(C)C=CC=CC=1>[C:8]1(=[O:16])[C:9]2[C:14](=[CH:13][CH:12]=[CH:11][CH:10]=2)[CH2:15][CH2:7]1 |f:1.2|. Procedure details: Racemic 2-phenylindanone VI is the starting material for the process of the invention. As shown in Step B, indanone VI is directly converted to the methylated intermediate VII containing the (+) and (-) enantiomers by treating indanone VI with methyl halide and an aqueous base (e.g., 50% aqueous sodium hydroxide) in an organic solvent (e.g., toluene) in the presence of a chiral catalyst at a temperature, of about 15° C. The 2-methylated (+) and (-) enantiomer of intermediate VII can then be O -d... Starting materials: C(CC)(=O)Cl (propionyl chloride), OC=1C=C2C(CCN(C2=CC1)C(CC)=O)=O (6-hydroxy-4-oxo-1-propionyl-1,2,3,4-tetrahydroquinoline), CN(C1=CC=CC=C1)C (N,N-dimethylaniline). Reagents/catalysts: CN(C1=CC=NC=C1)C (4-dimethylaminopyridine). Solvent: C(Cl)(Cl)Cl (chloroform), C(Cl)(Cl)Cl (chloroform). Yields the product O=C1CCN(C2=CC=C(C=C12)OC(CC)=O)C(CC)=O (4-oxo-1-propionyl-6-propionyloxy-1,2,3,4-tetrahydroquinoline). Yield: 110.3%. As a reaction SMILES: [C:1](Cl)(=[O:4])[CH2:2][CH3:3].[OH:6][C:7]1[CH:8]=[C:9]2[C:14](=[CH:15][CH:16]=1)[N:13]([C:17](=[O:20])[CH2:18][CH3:19])[CH2:12][CH2:11][C:10]2=[O:21].CN(C)C1C=CC=CC=1>C(Cl)(Cl)Cl.CN(C)C1C=CN=CC=1>[O:21]=[C:10]1[C:9]2[C:14](=[CH:15][CH:16]=[C:7]([O:6][C:1](=[O:4])[CH2:2][CH3:3])[CH:8]=2)[N:13]([C:17](=[O:20])[CH2:18][CH3:19])[CH2:12][CH2:11]1. Procedure: A solution of propionyl chloride (1.018 g) in chloroform (5 ml) was added dropwise to a solution of 6-hydroxy-4-oxo-1-propionyl-1,2,3,4-tetrahydroquinoline (1.09 g), N,N-dimethylaniline (1.513 g), and 4-dimethylaminopyridine (0.061 g) in chloroform (20 ml) with stirring and ice cooling over a period of 10 minutes After being stirred overnight at ambient temperature, the mixture was evaporated in vacuo and the residue was dissolved in ethyl acetate. The solution was washed successively with 5% hy... Reactants: C(C)(=O)N[C@H]1[C@@H]2N(C(=C(CS2)Cl)C(=O)OC)C1=O (methyl 7β-acetamido-3-chloro-3-cephem-4-carboxylate), 3-azido ester, CN(C)C=O (DMF), [N-]=[N+]=[N-].[Na+] (sodium azide). Run in C(C)(=O)OCC (ethyl acetate). Reaction conditions: time 45 minute. Yields the product C(C)(=O)N[C@H]1[C@@H]2N(C(=C(CS2)N=[N+]=[N-])C(=O)OC)C1=O (Methyl 7β-acetamido-3-azido-3-cephem-4-carboxylate). RXN SMILES: [C:1]([NH:4][C@@H:5]1[C:17](=[O:18])[N:7]2[C:8]([C:13]([O:15][CH3:16])=[O:14])=[C:9](Cl)[CH2:10][S:11][C@H:6]12)(=[O:3])[CH3:2].CN(C=O)C.[N-:24]=[N+:25]=[N-:26].[Na+]>C(OCC)(=O)C>[C:1]([NH:4][C@@H:5]1[C:17](=[O:18])[N:7]2[C:8]([C:13]([O:15][CH3:16])=[O:14])=[C:9]([N:24]=[N+:25]=[N-:26])[CH2:10][S:11][C@H:6]12)(=[O:3])[CH3:2] |f:2.3|. Reported procedure: A solution of 0.784 g. of methyl 7β-acetamido-3-chloro-3-cephem-4-carboxylate in 40 ml. of DMF was cooled to 5° C. in an ice bath and 0.193 g. of sodium azide were added. The reaction mixture was stirred in the cold for 45 minutes and then transferred to a separatory funnel with ethyl acetate. The mixture was washed with cold water, with brine, and was dried and evaporated to dryness. There were obtained 0.581 g. of the 3-azido ester product as a yellow solid.